Dataset: the Open Reaction Database (ORD), a public repository of structured organic reaction records. Task: describe an organic reaction: reactants, conditions, products, and yield As a reaction SMILES: [CH2:36]([CH3:37])[O:38][c:39]1[cH:40][cH:41][c:42]([NH:45][CH:46]([CH3:47])[CH3:48])[cH:43][n:44]1.[Cl:49][CH:50]([Cl:51])[CH3:52].[nH:1]1[cH:2][c:3]([CH2:10][CH:11]2[C:12](=[O:35])[N:13]([CH2:31][C:32](=[O:33])[OH:34])[c:14]3[c:15]([cH:27][cH:28][cH:29][cH:30]3)-[n:16]3[c:17](-[c:21]4[cH:22][cH:23][cH:24][cH:25][cH:26]4)[n:18][n:19][c:20]32)[c:4]2[cH:5][cH:6][cH:7][cH:8][c:9]12>>[nH:1]1[cH:2][c:3]([CH2:10][CH:11]2[C:12](=[O:35])[N:13]([CH2:31][C:32](=[O:33])[N:45]([c:42]3[cH:41][cH:40][c:39]([O:38][CH2:36][CH3:37])[n:44][cH:43]3)[CH:46]([CH3:47])[CH3:48])[c:14]3[c:15]([cH:27][cH:28][cH:29][cH:30]3)-[n:16]3[c:17](-[c:21]4[cH:22][cH:23][cH:24][cH:25][cH:26]4)[n:18][n:19][c:20]32)[c:4]2[cH:5][cH:6][cH:7][cH:8][c:9]12. Reactants: CCOc1ccc(NC(C)C)cn1, CC(Cl)Cl, O=C(O)CN1C(=O)C(Cc2c[nH]c3ccccc23)c2nnc(-c3ccccc3)n2-c2ccccc21. The product is CCOc1ccc(N(C(=O)CN2C(=O)C(Cc3c[nH]c4ccccc34)c3nnc(-c4ccccc4)n3-c3ccccc32)C(C)C)cn1. The reactants are NC[C@@H]1[C@H]2CC(C[C@H]2CN1C(=O)C=1N=C(SC1C=1C=C(C=CC1)C)C)C ([(1S,2S,5R)-2-aminomethyl-7-methyl-3-aza-bicyclo[3.3.0]oct-3-yl]-(2-methyl-5-m-tolyl-thiazol-4-yl)-methanone), O1C=CC=2C1=CC=CC2C(=O)O (benzofuran-4-carboxylic acid). The product is CC1C[C@H]2CN([C@@H]([C@H]2C1)CNC(=O)C=1C=CC=C2C1C=CO2)C(=O)C=2N=C(SC2C=2C=C(C=CC2)C)C (Benzofuran-4-carboxylic acid-(1S,2S,5R)-[7-methyl-3-(2-methyl-5-m-tolyl-thiazole-4-carbonyl)-3-aza-bicyclo[3.3.0]oct-2-ylmethyl]-amide). RXN SMILES: [NH2:1][CH2:2][C@H:3]1[N:10]([C:11]([C:13]2[N:14]=[C:15]([CH3:25])[S:16][C:17]=2[C:18]2[CH:19]=[C:20]([CH3:24])[CH:21]=[CH:22][CH:23]=2)=[O:12])[CH2:9][C@H:8]2[C@@H:4]1[CH2:5][CH:6]([CH3:26])[CH2:7]2.[O:27]1[C:31]2=[CH:32][CH:33]=[CH:34][C:35]([C:36](O)=[O:37])=[C:30]2[CH:29]=[CH:28]1>>[CH3:26][CH:6]1[CH2:5][C@H:4]2[C@H:8]([CH2:9][N:10]([C:11]([C:13]3[N:14]=[C:15]([CH3:25])[S:16][C:17]=3[C:18]3[CH:19]=[C:20]([CH3:24])[CH:21]=[CH:22][CH:23]=3)=[O:12])[C@@H:3]2[CH2:2][NH:1][C:36]([C:35]2[CH:34]=[CH:33][CH:32]=[C:31]3[O:27][CH:28]=[CH:29][C:30]=23)=[O:37])[CH2:7]1. Reported procedure: prepared by reaction of [(1S,2S,5R)-2-aminomethyl-7-methyl-3-aza-bicyclo[3.3.0]oct-3-yl]-(2-methyl-5-m-tolyl-thiazol-4-yl)-methanone with benzofuran-4-carboxylic acid (M. A. Eissenstat et al. J. Med. Chem. 1995, 38, 3094-3105). The reactants are ClC=1C=C(CC2=C(N=C(N2)C)C(C)C)C=C(C1)Cl (5-(3,5-dichlorobenzyl)-4-isopropyl-2-methyl-1H-imidazole), C([O-])([O-])=O.[K+].[K+] (potassium carbonate), CI (methyl iodide). Run in CC(=O)C (acetone). Reaction conditions: time 5 minute. Product: ClC=1C=C(CC2=C(N=C(N2C)C)C(C)C)C=C(C1)Cl (5-(3,5-dichlorobenzyl)-1,2-dimethyl-4-isopropyl-1H-imidazole). Isolated yield 22.2%. As a reaction SMILES: [Cl:1][C:2]1[CH:3]=[C:4]([CH:15]=[C:16]([Cl:18])[CH:17]=1)[CH2:5][C:6]1[NH:10][C:9]([CH3:11])=[N:8][C:7]=1[CH:12]([CH3:14])[CH3:13].[C:19](=O)([O-])[O-].[K+].[K+].CI>CC(C)=O>[Cl:1][C:2]1[CH:3]=[C:4]([CH:15]=[C:16]([Cl:18])[CH:17]=1)[CH2:5][C:6]1[N:10]([CH3:19])[C:9]([CH3:11])=[N:8][C:7]=1[CH:12]([CH3:14])[CH3:13] |f:1.2.3|. Reported procedure: In 20 ml of dry acetone was dissolved 930 mg (3.3 mmol) of 5-(3,5-dichlorobenzyl)-4-isopropyl-2-methyl-1H-imidazole (54), followed by addition of 1.4 g (10.1 mmol)of anhydrous potassium carbonate, and the mixture was stirred at room temperature. After 5 minutes, 225 μl (3.6 mmol)of methyl iodide was added at room temperature, and the mixture was heated to 80° C. After 5 hours, the mixture was cooled to room temperature, filtered, and the filtrate was concentrated under reduced pressure. The resi... The reactants are C(C)(C)(C)OC(=O)NC1CC(C(C1)C1=CC=CC=C1)CN1CCC(CC1)N(CC=C)C(=O)NCC1=CC=C(C=C1)[N+](=O)[O-] (1-(RS)-((t-butoxycarbonyl)amino)-3-(SR)-((4-(N-(4-nitrobenzylaminocarbonyl)-N-(allyl)amino)piperidin-1-yl)methyl)-4-(SR)-phenylcyclopentane), C(C1=CC=CC=C1)(=O)Cl (benzoyl chloride). Yields the product C1(=CC=CC=C1)C(=O)NC1CC(C(C1)C1=CC=CC=C1)CN1CCC(CC1)N(CC=C)C(=O)NCC1=CC=C(C=C1)[N+](=O)[O-] (1-(RS)-((Phenylcarbonyl)amino)-3-(SR)-((4-(N-(4-nitrobenzylaminocarbonyl)-N-(allyl)amino)piperidin-1-yl)methyl)-4-(SR)-phenylcyclopentane). RXN SMILES: C([O:5][C:6]([NH:8][CH:9]1[CH2:13][CH:12]([C:14]2[CH:19]=[CH:18][CH:17]=[CH:16][CH:15]=2)[CH:11]([CH2:20][N:21]2[CH2:26][CH2:25][CH:24]([N:27]([C:31]([NH:33][CH2:34][C:35]3[CH:40]=[CH:39][C:38]([N+:41]([O-:43])=[O:42])=[CH:37][CH:36]=3)=[O:32])[CH2:28][CH:29]=[CH2:30])[CH2:23][CH2:22]2)[CH2:10]1)=O)(C)(C)C.C(Cl)(=O)[C:45]1[CH:50]=[CH:49][CH:48]=[CH:47][CH:46]=1>>[C:45]1([C:6]([NH:8][CH:9]2[CH2:13][CH:12]([C:14]3[CH:19]=[CH:18][CH:17]=[CH:16][CH:15]=3)[CH:11]([CH2:20][N:21]3[CH2:22][CH2:23][CH:24]([N:27]([C:31]([NH:33][CH2:34][C:35]4[CH:40]=[CH:39][C:38]([N+:41]([O-:43])=[O:42])=[CH:37][CH:36]=4)=[O:32])[CH2:28][CH:29]=[CH2:30])[CH2:25][CH2:26]3)[CH2:10]2)=[O:5])[CH:50]=[CH:49][CH:48]=[CH:47][CH:46]=1. Reported procedure: Using essentially the same procedure as Example 16, Step A and B, 1-(RS)-((t-butoxycarbonyl)amino)-3-(SR)-((4-(N-(4-nitrobenzylaminocarbonyl)-N-(allyl)amino)piperidin-1-yl)methyl)-4-(SR)-phenylcyclopentane from Example 22 (derived from the lower isomer from Example 20, Step E) was deblocked and acylated with benzoyl chloride to obtain the title compound. The reactants are COC(=O)c1cc(NS(=O)(=O)c2ccc(C(C)(C)C)cc2)c(Oc2cccc(OC)c2)c(OCCOC2CCCCO2)c1, CO, Cl. Product: COC(=O)c1cc(NS(=O)(=O)c2ccc(C(C)(C)C)cc2)c(Oc2cccc(OC)c2)c(OCCO)c1. Reaction SMILES: [C:1]([CH3:2])([CH3:3])([CH3:4])[c:5]1[cH:6][cH:7][c:8]([S:11](=[O:12])(=[O:13])[NH:14][c:15]2[cH:16][c:17]([C:18](=[O:19])[O:20][CH3:21])[cH:22][c:23]([O:34][CH2:35][CH2:36][O:37][CH:38]3[CH2:39][CH2:40][CH2:41][CH2:42][O:43]3)[c:24]2[O:25][c:26]2[cH:27][c:28]([O:32][CH3:33])[cH:29][cH:30][cH:31]2)[cH:9][cH:10]1.[CH3:45][OH:46].[ClH:44]>>[C:1]([CH3:2])([CH3:3])([CH3:4])[c:5]1[cH:6][cH:7][c:8]([S:11](=[O:12])(=[O:13])[NH:14][c:15]2[cH:16][c:17]([C:18](=[O:19])[O:20][CH3:21])[cH:22][c:23]([O:34][CH2:35][CH2:36][OH:37])[c:24]2[O:25][c:26]2[cH:27][c:28]([O:32][CH3:33])[cH:29][cH:30][cH:31]2)[cH:9][cH:10]1. The reactants are Cc1cc(C)c(NCC(C)Nc2c(C)cccc2C)c(C)c1, Cc1cccc(C)c1N, Cc1cc(C)c(NCC(C)Cl)c(C)c1, Cl. Product: Cc1cc(C)c(N2CC(C)N(c3c(C)cccc3C)C2=N)c(C)c1. As a reaction SMILES: [CH3:1][c:2]1[c:3]([NH:10][CH2:11][CH:12]([CH3:13])[NH:14][c:15]2[c:16]([CH3:22])[cH:17][cH:18][cH:19][c:20]2[CH3:21])[c:4]([CH3:9])[cH:5][c:6]([CH3:8])[cH:7]1.[CH3:37][c:38]1[c:39]([NH2:40])[c:41]([CH3:42])[cH:43][cH:44][cH:45]1.[Cl:23][CH:24]([CH2:25][NH:26][c:28]1[c:29]([CH3:30])[cH:31][c:32]([CH3:33])[cH:34][c:35]1[CH3:36])[CH3:27].[ClH:46]>>[CH3:1][c:2]1[c:3]([N:10]2[CH2:11][CH:12]([CH3:13])[N:14]([c:15]3[c:16]([CH3:22])[cH:17][cH:18][cH:19][c:20]3[CH3:21])[C:25]2=[NH:26])[c:4]([CH3:9])[cH:5][c:6]([CH3:8])[cH:7]1.